Dataset: the Open Reaction Database (ORD), a public repository of structured organic reaction records. Task: describe an organic reaction: reactants, conditions, products, and yield The reactants are C(C)(C)(C)OC(=O)N[C@H]1COCC[C@H]1NC1=C(C2=C(C(=N1)Cl)C(N(C2)C(=O)OC(C)(C)C)=O)F (tert-butyl 6-((3R,4R)-3-(tert-butoxycarbonylamino)tetrahydro-2H-pyran-4-ylamino)-4-chloro-7-fluoro-3-oxo-1H-pyrrolo[3,4-c]pyridine-2(3H)-carboxylate), C(C)N1N=CC(=C1)B1OC(C(O1)(C)C)(C)C (1-ethyl-4-(4,4,5,5-tetramethyl-1,3,2-dioxaborolan-2-yl)-1H-pyrazole). Reagents/catalysts: Cl[Pd]([P](C1=CC=CC=C1)(C2=CC=CC=C2)C3=CC=CC=C3)([P](C4=CC=CC=C4)(C5=CC=CC=C5)C6=CC=CC=C6)Cl (bis(triphenylphosphine)palladium chloride). Solvent: O1CCOCC1 (dioxane), C(=O)(O)[O-].[Na+] (NaHCO3). Reaction conditions: temperature 100 celsius. The product is C(C)(C)(C)OC(=O)N[C@H]1COCC[C@H]1NC1=C(C2=C(C(=N1)C=1C=NN(C1)CC)C(N(C2)C(=O)OC(C)(C)C)=O)F (tert-butyl 6-(((3R,4R)-3-((tert-butoxycarbonyl)amino)tetrahydro-2H-pyran-4-yl)amino)-4-(1-ethyl-1H-pyrazol-4-yl)-7-fluoro-3-oxo-1H-pyrrolo[3,4-c]pyridine-2(3H)-carboxylate). RXN SMILES: [C:1]([O:5][C:6]([NH:8][C@@H:9]1[C@H:14]([NH:15][C:16]2[N:21]=[C:20](Cl)[C:19]3[C:23](=[O:33])[N:24]([C:26]([O:28][C:29]([CH3:32])([CH3:31])[CH3:30])=[O:27])[CH2:25][C:18]=3[C:17]=2[F:34])[CH2:13][CH2:12][O:11][CH2:10]1)=[O:7])([CH3:4])([CH3:3])[CH3:2].[CH2:35]([N:37]1[CH:41]=[C:40](B2OC(C)(C)C(C)(C)O2)[CH:39]=[N:38]1)[CH3:36]>O1CCOCC1.C([O-])(O)=O.[Na+].Cl[Pd](Cl)([P](C1C=CC=CC=1)(C1C=CC=CC=1)C1C=CC=CC=1)[P](C1C=CC=CC=1)(C1C=CC=CC=1)C1C=CC=CC=1>[C:1]([O:5][C:6]([NH:8][C@@H:9]1[C@H:14]([NH:15][C:16]2[N:21]=[C:20]([C:40]3[CH:39]=[N:38][N:37]([CH2:35][CH3:36])[CH:41]=3)[C:19]3[C:23](=[O:33])[N:24]([C:26]([O:28][C:29]([CH3:32])([CH3:31])[CH3:30])=[O:27])[CH2:25][C:18]=3[C:17]=2[F:34])[CH2:13][CH2:12][O:11][CH2:10]1)=[O:7])([CH3:4])([CH3:3])[CH3:2] |f:3.4,^1:64,83|. Procedure: A mixture of bis(triphenylphosphine)palladium chloride (14.01 mg, 0.020 mmol), tert-butyl 6-((3R,4R)-3-(tert-butoxycarbonylamino)tetrahydro-2H-pyran-4-ylamino)-4-chloro-7-fluoro-3-oxo-1H-pyrrolo[3,4-c]pyridine-2(3H)-carboxylate (200 mg, 0.399 mmol), and 1-ethyl-4-(4,4,5,5-tetramethyl-1,3,2-dioxaborolan-2-yl)-1H-pyrazole (177 mg, 0.798 mmol) in dioxane (4 mL) and saturated aqueous NaHCO3 (1 mL) was heated to 100° C. in a Biotage Initiator microwave for 1 hour. The mixture was concentrated to give... The reactants are O=C1Cc2c(cccc2-c2cccc(Br)c2)N1, C1CCNCC1, Cc1c(C(=O)N2CCN(C)CC2)c[nH]c1C=O, CCO. The product is Cc1c(C(=O)N2CCN(C)CC2)c[nH]c1C=C1C(=O)Nc2cccc(-c3cccc(Br)c3)c21. As a reaction SMILES: [Br:1][c:2]1[cH:3][c:4](-[c:8]2[c:9]3[c:13]([cH:14][cH:15][cH:16]2)[NH:12][C:11](=[O:17])[CH2:10]3)[cH:5][cH:6][cH:7]1.[CH2:35]1[CH2:36][CH2:37][NH:38][CH2:39][CH2:40]1.[CH3:18][c:19]1[c:20]([CH:33]=[O:34])[nH:21][cH:22][c:23]1[C:24](=[O:25])[N:26]1[CH2:27][CH2:28][N:29]([CH3:32])[CH2:30][CH2:31]1.[CH3:41][CH2:42][OH:43]>>[Br:1][c:2]1[cH:3][c:4](-[c:8]2[c:9]3[c:13]([cH:14][cH:15][cH:16]2)[NH:12][C:11](=[O:17])[C:10]3=[CH:33][c:20]2[c:19]([CH3:18])[c:23]([C:24](=[O:25])[N:26]3[CH2:27][CH2:28][N:29]([CH3:32])[CH2:30][CH2:31]3)[cH:22][nH:21]2)[cH:5][cH:6][cH:7]1.